From a dataset of the Open Reaction Database (ORD), a public repository of structured organic reaction records. describe an organic reaction: reactants, conditions, products, and yield Starting materials: O=C(O)c1cc(C(=O)O)c(C(=O)N(Cc2cccc(Br)c2)C2CCCc3ccccc32)cc1C(=O)O, OB(O)c1ccccc1Cl. Product: O=C(O)c1cc(C(=O)O)c(C(=O)N(Cc2cccc(-c3ccccc3Cl)c2)C2CCCc3ccccc32)cc1C(=O)O. RXN SMILES: [Br:1][c:2]1[cH:3][c:4]([CH2:5][N:6]([C:7](=[O:8])[c:9]2[c:10]([C:21](=[O:22])[OH:23])[cH:11][c:12]([C:18](=[O:19])[OH:20])[c:13]([C:15](=[O:16])[OH:17])[cH:14]2)[CH:24]2[CH2:25][CH2:26][CH2:27][c:28]3[cH:29][cH:30][cH:31][cH:32][c:33]32)[cH:34][cH:35][cH:36]1.[Cl:37][c:38]1[c:39]([B:44]([OH:45])[OH:46])[cH:40][cH:41][cH:42][cH:43]1>>[c:2]1(-[c:39]2[c:38]([Cl:37])[cH:43][cH:42][cH:41][cH:40]2)[cH:3][c:4]([CH2:5][N:6]([C:7](=[O:8])[c:9]2[c:10]([C:21](=[O:22])[OH:23])[cH:11][c:12]([C:18](=[O:19])[OH:20])[c:13]([C:15](=[O:16])[OH:17])[cH:14]2)[CH:24]2[CH2:25][CH2:26][CH2:27][c:28]3[cH:29][cH:30][cH:31][cH:32][c:33]32)[cH:34][cH:35][cH:36]1. Reactants: CCOC(=O)C(Cc1cc(Cl)ccc1OCC(=O)N1CC(C)N(Cc2ccc(F)cc2)CC1C)[N+](=O)[O-], CC(=O)O, [Zn]. The product is CCOC(=O)C(N)Cc1cc(Cl)ccc1OCC(=O)N1CC(C)N(Cc2ccc(F)cc2)CC1C. RXN SMILES: [CH2:1]([CH3:2])[O:3][C:4]([CH:5]([CH2:6][c:7]1[c:8]([O:14][CH2:15][C:16](=[O:17])[N:18]2[CH:19]([CH3:33])[CH2:20][N:21]([CH2:25][c:26]3[cH:27][cH:28][c:29]([F:32])[cH:30][cH:31]3)[CH:22]([CH3:24])[CH2:23]2)[cH:9][cH:10][c:11]([Cl:13])[cH:12]1)[N+:34]([O-:35])=[O:36])=[O:37].[CH3:38][C:39](=[O:40])[OH:41].[Zn:42]>>[CH2:1]([CH3:2])[O:3][C:4]([CH:5]([CH2:6][c:7]1[c:8]([O:14][CH2:15][C:16](=[O:17])[N:18]2[CH:19]([CH3:33])[CH2:20][N:21]([CH2:25][c:26]3[cH:27][cH:28][c:29]([F:32])[cH:30][cH:31]3)[CH:22]([CH3:24])[CH2:23]2)[cH:9][cH:10][c:11]([Cl:13])[cH:12]1)[NH2:34])=[O:37]. The reactants are CC(C)(C)OC(=O)N1CCC(CCCBr)CC1, C=CCc1cccc2nc(COc3ccc(Cl)cc3)[nH]c12, CN(C)C=O, [H-], [Na+]. Yields the product C=CCc1cccc2c1nc(COc1ccc(Cl)cc1)n2CCCC1CCN(C(=O)OC(C)(C)C)CC1. Reaction SMILES: [C:24]([CH3:25])([CH3:26])([CH3:27])[O:28][C:29](=[O:30])[N:31]1[CH2:32][CH2:33][CH:34]([CH2:37][CH2:38][CH2:39][Br:40])[CH2:35][CH2:36]1.[CH2:1]([CH:2]=[CH2:3])[c:4]1[cH:5][cH:6][cH:7][c:8]2[n:9][c:10]([CH2:13][O:14][c:15]3[cH:16][cH:17][c:18]([Cl:21])[cH:19][cH:20]3)[nH:11][c:12]12.[CH3:41][N:42]([CH3:43])[CH:44]=[O:45].[H-:22].[Na+:23]>>[CH2:1]([CH:2]=[CH2:3])[c:4]1[cH:5][cH:6][cH:7][c:8]2[n:9]([CH2:39][CH2:38][CH2:37][CH:34]3[CH2:33][CH2:32][N:31]([C:29]([O:28][C:24]([CH3:25])([CH3:26])[CH3:27])=[O:30])[CH2:36][CH2:35]3)[c:10]([CH2:13][O:14][c:15]3[cH:16][cH:17][c:18]([Cl:21])[cH:19][cH:20]3)[n:11][c:12]12. The reactants are COC1=CC=C2CCCC(C2=C1)C(=O)O (7-methoxy-1,2,3,4-tetrahydronaphthalene-1-carboxylic acid), ClC1=CC=C(C=C1)CNC1=CC=C(C=C1)C(C)C ([(4-chlorophenyl)methyl](4-isopropylphenyl) amine). The product is ClC1=CC=C(C=C1)CN(C(=O)C1CCCC2=CC=C(C=C12)OC)C1=CC=C(C=C1)C(C)C (N-[(4-chlorophenyl)methyl]-N-(4-isopropylphenyl)-7-methoxy-1,2,3,4-tetrahydronaphthalene-1-carboxamide). Isolated yield 26.7%. Reaction SMILES: [CH3:1][O:2][C:3]1[CH:12]=[C:11]2[C:6]([CH2:7][CH2:8][CH2:9][CH:10]2[C:13]([OH:15])=O)=[CH:5][CH:4]=1.[Cl:16][C:17]1[CH:22]=[CH:21][C:20]([CH2:23][NH:24][C:25]2[CH:30]=[CH:29][C:28]([CH:31]([CH3:33])[CH3:32])=[CH:27][CH:26]=2)=[CH:19][CH:18]=1>>[Cl:16][C:17]1[CH:18]=[CH:19][C:20]([CH2:23][N:24]([C:25]2[CH:26]=[CH:27][C:28]([CH:31]([CH3:33])[CH3:32])=[CH:29][CH:30]=2)[C:13]([CH:10]2[C:11]3[C:6](=[CH:5][CH:4]=[C:3]([O:2][CH3:1])[CH:12]=3)[CH2:7][CH2:8][CH2:9]2)=[O:15])=[CH:21][CH:22]=1. Procedure details: By the reaction and treatment in the same manner as in Example 1 using 7-methoxy-1,2,3,4-tetrahydronaphthalene-1-carboxylic acid (1.0 g) and [(4-chlorophenyl)methyl](4-isopropylphenyl) amine (1.5 g) as starting materials, N-[(4-chlorophenyl)methyl]-N-(4-isopropylphenyl)-7-methoxy-1,2,3,4-tetrahydronaphthalene-1-carboxamide (0.58 g) was obtained. melting point: 87-88° C. Starting materials: C(#N)C=1C(=C(SC1)NC(CN1C(CCC2=NC=CC=C12)=O)=O)C1=NNC=N1 (N-(4-cyano-3-(1H-1,2,4-triazol-3-yl)thiophen-2-yl)-2-(2-oxo-3,4-dihydro-1,5-naphthyridin-1(2H)-yl)acetamide), [Si](C)(C)(C)C=[N+]=[N-] (TMSCHN2). The solvent is CO.C(Cl)Cl (MeOH CH2Cl2). Run at time 4 hour. Product: C(#N)C=1C(=C(SC1)NC(CN1C(CCC2=NC=CC=C12)=O)=O)C1=NN(C=N1)C (N-(4-cyano-3-(1-methyl-1H-1,2,4-triazol-3-yl)thiophen-2-yl)-2-(2-oxo-3,4-dihydro-1,5-naphthyridin-1(2H)-yl)acetamide). RXN SMILES: [C:1]([C:3]1[C:4]([C:23]2[N:27]=[CH:26][NH:25][N:24]=2)=[C:5]([NH:8][C:9](=[O:22])[CH2:10][N:11]2[C:20]3[C:15](=[N:16][CH:17]=[CH:18][CH:19]=3)[CH2:14][CH2:13][C:12]2=[O:21])[S:6][CH:7]=1)#[N:2].[Si](C=[N+]=[N-])(C)(C)[CH3:29]>CO.C(Cl)Cl>[C:1]([C:3]1[C:4]([C:23]2[N:27]=[CH:26][N:25]([CH3:29])[N:24]=2)=[C:5]([NH:8][C:9](=[O:22])[CH2:10][N:11]2[C:20]3[C:15](=[N:16][CH:17]=[CH:18][CH:19]=3)[CH2:14][CH2:13][C:12]2=[O:21])[S:6][CH:7]=1)#[N:2] |f:2.3|. Procedure details: N-(4-cyano-3-(1H-1,2,4-triazol-3-yl)thiophen-2-yl)-2-(2-oxo-3,4-dihydro-1,5-naphthyridin-1(2H)-yl)acetamide (180 mg, 0.475 mmol) was dissolved in MeOH/CH2Cl2 (1:1, 4 mL total), and TMSCHN2 (Aldrich, 2.0 M in diethyl ether, 8 mL, 16 mmol) was added at rt. This was stirred for 4 h, whereupon the reaction mixture was concentrated under reduced pressure. The crude residue was purified by HPLC to give a white solid as a trifluoroacetic acid salt: method [11], retention time=7.56 min; MS(ESI) 394.2 (M... RXN SMILES: [N+:1](=[O:2])([O-:3])[c:4]1[n:5][c:6]([NH:20][c:21]2[cH:22][c:23]([O:27][CH3:28])[cH:24][cH:25][cH:26]2)[c:7]2[n:8][cH:9][n:10]([C:13]([O:14][C:15]([CH3:16])([CH3:17])[CH3:18])=[O:19])[c:11]2[n:12]1.[OH:29][C:30]([C:31]([F:32])([F:33])[F:34])=[O:35]>>[N+:1](=[O:2])([O-:3])[c:4]1[n:5][c:6]([NH:20][c:21]2[cH:22][c:23]([O:27][CH3:28])[cH:24][cH:25][cH:26]2)[c:7]2[nH:8][cH:9][n:10][c:11]2[n:12]1. The reactants are COc1cccc(Nc2nc([N+](=O)[O-])nc3c2ncn3C(=O)OC(C)(C)C)c1, O=C(O)C(F)(F)F. Yields the product COc1cccc(Nc2nc([N+](=O)[O-])nc3nc[nH]c23)c1. The reactants are [H-].[H-].[H-].[H-].[Li+].[Al+3] (LiAlH4), COC=1C=C(C=CC1)C(C#N)CC(C)C (2-(3-methoxy-phenyl)-4-methyl-pentan-nitrile). The solvent is C(C)OCC (ethyl ether), C(C)OCC (ethyl ether). Product: COC=1C=C(C=CC1)C(CN)CC(C)C (2-(3-Methoxy-phenyl)-4-methyl-pentylamine). The yield is 93.8%. As a reaction SMILES: [H-].[H-].[H-].[H-].[Li+].[Al+3].[CH3:7][O:8][C:9]1[CH:10]=[C:11]([CH:15]([CH2:18][CH:19]([CH3:21])[CH3:20])[C:16]#[N:17])[CH:12]=[CH:13][CH:14]=1>C(OCC)C>[CH3:7][O:8][C:9]1[CH:10]=[C:11]([CH:15]([CH2:18][CH:19]([CH3:21])[CH3:20])[CH2:16][NH2:17])[CH:12]=[CH:13][CH:14]=1 |f:0.1.2.3.4.5|. Procedure: By working in a way similar to that described in example 17 but using LiAlH4 (0.7 g, 0.018 moles) in anhydrous ethyl ether (35 ml) and 2-(3-methoxy-phenyl)-4-methyl-pentan-nitrile (3.8 g, 0.018 moles), obtained as described in example 20, in anhydrous ethyl ether (35 ml), 3.5 g of the title compound were obtained (yield: 90.4%). Starting materials: P(=O)([O-])([O-])[O-] (phosphate), CS(=O)(=O)NCC=1N=CN2C1SC=C2 (7-(methanesulfonylaminomethyl)imidazo[5,1-b]thiazole), C(CCC)[Sn](CCCC)(CCCC)Cl (Tri-n-butylstannyl chloride), C(CCC)[Li].CCCCCC (n-butyllithium n-hexane), C(CCC)[Sn](CCCC)(CCCC)Cl (tri-n-butylstannyl chloride). Solvent: C1CCOC1 (THF), CN(C)P(=O)(N(C)C)N(C)C (HMPA). Run at temperature -50 celsius, time 10 minute. Product: CS(=O)(=O)NCC=1N=CN2C1SC(=C2)[Sn](CCCC)(CCCC)CCCC (7-Methanesulfonylaminomethyl-2-(tri-n-butylstannyl)imidazo[5,1-b]thiazole). RXN SMILES: [CH3:1][S:2]([NH:5][CH2:6][C:7]1[N:8]=[CH:9][N:10]2[CH:14]=[CH:13][S:12][C:11]=12)(=[O:4])=[O:3].C([Li])CCC.CCCCCC.[CH2:26]([Sn:30](Cl)([CH2:35][CH2:36][CH2:37][CH3:38])[CH2:31][CH2:32][CH2:33][CH3:34])[CH2:27][CH2:28][CH3:29].P([O-])([O-])([O-])=O>CN(P(N(C)C)(N(C)C)=O)C.C1COCC1>[CH3:1][S:2]([NH:5][CH2:6][C:7]1[N:8]=[CH:9][N:10]2[CH:14]=[C:13]([Sn:30]([CH2:31][CH2:32][CH2:33][CH3:34])([CH2:35][CH2:36][CH2:37][CH3:38])[CH2:26][CH2:27][CH2:28][CH3:29])[S:12][C:11]=12)(=[O:3])=[O:4] |f:1.2|. Procedure: A solution of 231 mg of 7-(methanesulfonylaminomethyl)imidazo[5,1-b]thiazole dissolved in a mixed solution composed of 10 ml of dry THF and 1 ml of dry HMPA was cooled to −50° C. with stirring. A 1.6 N n-butyllithium/n-hexane solution (2.0 ml) was added dropwise to the mixed solution in an argon atmosphere at −51 to −49° C. over a period of 15 min. The mixture was stirred at the same temperature for 15 min. Further, 0.34 ml of tri-n-butylstannyl chloride was added dropwise thereto at −50 to −48°... Starting materials: C(CCC)OC(=O)N1CCN(CC1)C([C@H](CCC(=O)OC(C)(C)C)NC(=O)C1=CC2=CC(=CC=C2C(=C1)OCC(=O)OCC1=CC=CC=C1)C)=O (4-{(S)-2-[(4-Benzyloxycarbonylmethoxy-7-methyl-naphthalene-2-carbonyl)-amino]-4-tert-butoxycarbonyl-butyryl}-piperazine-1-carboxylic acid butyl ester). Reagents/catalysts: [Pd] (Pd/C). The solvent is C(C)(=O)OCC (ethyl acetate). Run at time 1 hour. Product: C(CCC)OC(=O)N1CCN(CC1)C([C@H](CCC(=O)OC(C)(C)C)NC(=O)C1=CC2=CC(=CC=C2C(=C1)OCC(=O)O)C)=O (4-{(S)-4-tert-Butoxycarbonyl-2-[(4-carboxymethoxy-7-methyl-naphthalene-2-carbonyl)-amino]-butyryl}-piperazine-1-carboxylic acid butyl ester). RXN SMILES: [CH2:1]([O:5][C:6]([N:8]1[CH2:13][CH2:12][N:11]([C:14](=[O:51])[C@@H:15]([NH:25][C:26]([C:28]2[CH:37]=[C:36]([O:38][CH2:39][C:40]([O:42]CC3C=CC=CC=3)=[O:41])[C:35]3[C:30](=[CH:31][C:32]([CH3:50])=[CH:33][CH:34]=3)[CH:29]=2)=[O:27])[CH2:16][CH2:17][C:18]([O:20][C:21]([CH3:24])([CH3:23])[CH3:22])=[O:19])[CH2:10][CH2:9]1)=[O:7])[CH2:2][CH2:3][CH3:4]>C(OCC)(=O)C.[Pd]>[CH2:1]([O:5][C:6]([N:8]1[CH2:13][CH2:12][N:11]([C:14](=[O:51])[C@@H:15]([NH:25][C:26]([C:28]2[CH:37]=[C:36]([O:38][CH2:39][C:40]([OH:42])=[O:41])[C:35]3[C:30](=[CH:31][C:32]([CH3:50])=[CH:33][CH:34]=3)[CH:29]=2)=[O:27])[CH2:16][CH2:17][C:18]([O:20][C:21]([CH3:22])([CH3:24])[CH3:23])=[O:19])[CH2:10][CH2:9]1)=[O:7])[CH2:2][CH2:3][CH3:4]. Procedure details: To a solution of 710 mg 4-{(S)-2-[(4-Benzyloxycarbonylmethoxy-7-methyl-naphthalene-2-carbonyl)-amino]-4-tert-butoxycarbonyl-butyryl}-piperazine-1-carboxylic acid butyl ester in 15 ml ethyl acetate were added 200 mg Pd/C (10%) and the suspension stirred under an atmosphere of hydrogen (3 bar) for 1 h. Then the reaction mixture was filtrated over a plug of Celite®, washed with ethyl acetate and concentrated. Yield: 670 mg colorless oil.